From a dataset of the Open Reaction Database (ORD), a public repository of structured organic reaction records. describe an organic reaction: reactants, conditions, products, and yield Reactants: C(C)(C)(C)OC(=O)N[C@@H](C(C(=O)NOCC(=O)OCC1=CC=CC=C1)O)CC1CCCCC1 (benzyl ((((2RS,3R)-3-(tert-butoxycarbonyl)amino-4-cyclohexyl-2-hydroxybutanoyl)amino)oxy)acetate). The reagents and catalysts are [Pd] (Palladium on charcoal). Run in C1CCOC1 (THF). The product is C(C)(C)(C)OC(=O)N[C@@H](C(C(=O)NOCC(=O)O)O)CC1CCCCC1 (((((2RS,3R)-3-(tert-butoxycarbonyl)amino-4-cyclohexyl-2-hydroxybutanoyl)amino)oxy)acetic acid). RXN SMILES: [C:1]([O:5][C:6]([NH:8][C@H:9]([CH2:27][CH:28]1[CH2:33][CH2:32][CH2:31][CH2:30][CH2:29]1)[CH:10]([OH:26])[C:11]([NH:13][O:14][CH2:15][C:16]([O:18]CC1C=CC=CC=1)=[O:17])=[O:12])=[O:7])([CH3:4])([CH3:3])[CH3:2]>[Pd].C1COCC1>[C:1]([O:5][C:6]([NH:8][C@H:9]([CH2:27][CH:28]1[CH2:29][CH2:30][CH2:31][CH2:32][CH2:33]1)[CH:10]([OH:26])[C:11]([NH:13][O:14][CH2:15][C:16]([OH:18])=[O:17])=[O:12])=[O:7])([CH3:4])([CH3:2])[CH3:3]. Procedure details: A solution of Example 117A (0.99 g, 2.1 mmol), and 10% Palladium on charcoal (0.21 g) in THF (10 mL) at room temperature was stirred for 4 hours under an atmosphere of hydrogen gas, filtered, and concentrated to provide the desired product. Starting materials: CC(=O)OC(C)=O, COc1ccc(N)cc1, ClCCl. The product is COc1ccc(NC(C)=O)cc1. As a reaction SMILES: [CH3:10][C:11](=[O:12])[O:13][C:14](=[O:15])[CH3:16].[CH3:1][O:2][c:3]1[cH:4][cH:5][c:6]([NH2:9])[cH:7][cH:8]1.[Cl:17][CH2:18][Cl:19]>>[CH3:1][O:2][c:3]1[cH:4][cH:5][c:6]([NH:9][C:11]([CH3:10])=[O:12])[cH:7][cH:8]1. Reactants: CCO, CCOC(C)=O, O=C1Cc2cc([N+](=O)[O-])cc(Cl)c2N1. The product is Nc1cc(Cl)c2c(c1)CC(=O)N2. As a reaction SMILES: [CH3:15][CH2:16][OH:17].[CH3:18][CH2:19][O:20][C:21]([CH3:22])=[O:23].[Cl:1][c:2]1[cH:3][c:4]([N+:12]([O-:13])=[O:14])[cH:5][c:6]2[c:10]1[NH:9][C:8](=[O:11])[CH2:7]2>>[Cl:1][c:2]1[cH:3][c:4]([NH2:12])[cH:5][c:6]2[c:10]1[NH:9][C:8](=[O:11])[CH2:7]2. The reactants are FC1=C(OC2=CC(=NC=C2)C2=CC(=CN2)C(=O)NC(C(=O)O)CCC(=O)O)C=C(C=C1)C(=O)NC1=C(C=CC(=C1)C)F (2-[({5-[4-(2-fluoro-5-{[(2-fluoro-5-methylphenyl)amino]carbonyl}phenoxy)pyridin-2-yl]-1H-pyrrol-3-yl}carbonyl)amino]pentanedioic acid), Cl.CN(CCCN=C=NCC)C (N-(3-dimethylaminopropyl)-N′-ethylcarbodiimide hydrochloride), C(C)N (ethylamine), C1CCOC1 (THF). Run in CN(C)C=O (DMF), O (water). Conditions: time 8 hour. Yields the product C(C)NC(C(CCC(=O)NCC)NC(=O)C1=CNC(=C1)C1=NC=CC(=C1)OC1=C(C=CC(=C1)C(=O)NC1=C(C=CC(=C1)C)F)F)=O (N,N′-diethyl-2-[({5-[4-(2-fluoro-5-{[(2-fluoro-5-methylphenyl)amino]carbonyl}phenoxy)pyridin-2-yl]-1H-pyrrol-3-yl}carbonyl)amino]pentanediamide). Reaction SMILES: [F:1][C:2]1[CH:31]=[CH:30][C:29]([C:32]([NH:34][C:35]2[CH:40]=[C:39]([CH3:41])[CH:38]=[CH:37][C:36]=2[F:42])=[O:33])=[CH:28][C:3]=1[O:4][C:5]1[CH:10]=[CH:9][N:8]=[C:7]([C:11]2[NH:15][CH:14]=[C:13]([C:16]([NH:18][CH:19]([CH2:23][CH2:24][C:25]([OH:27])=O)[C:20](O)=[O:21])=[O:17])[CH:12]=2)[CH:6]=1.Cl.C[N:45](C)[CH2:46][CH2:47]CN=C=NCC.[CH2:55]([NH2:57])[CH3:56].C1COCC1>CN(C=O)C.O>[CH2:55]([NH:57][C:20](=[O:21])[CH:19]([NH:18][C:16]([C:13]1[CH:12]=[C:11]([C:7]2[CH:6]=[C:5]([O:4][C:3]3[CH:28]=[C:29]([C:32]([NH:34][C:35]4[CH:40]=[C:39]([CH3:41])[CH:38]=[CH:37][C:36]=4[F:42])=[O:33])[CH:30]=[CH:31][C:2]=3[F:1])[CH:10]=[CH:9][N:8]=2)[NH:15][CH:14]=1)=[O:17])[CH2:23][CH2:24][C:25]([NH:45][CH2:46][CH3:47])=[O:27])[CH3:56] |f:1.2|. Reported procedure: To a stirred solution of 2-[({5-[4-(2-fluoro-5-{[(2-fluoro-5-methylphenyl)amino]carbonyl}phenoxy)pyridin-2-yl]-1H-pyrrol-3-yl}carbonyl)amino]pentanedioic acid (100 mg, 0.17 mmol) and N-(3-dimethylaminopropyl)-N′-ethylcarbodiimide hydrochloride (EDC, 83 mg, 0.43 mmol) in 10 ml of anhydrous DMF was added 2M ethylamine solution in THF (0.43 ml, 0.86 mmol). The mixture was stirred at room temperature for overnight and poured into 100 ml of water. The precipitates were filtered, washed with water and... Starting materials: O[C@H](/C=C/[C@@H]1[C@H]2CC(O[C@H]2C[C@H]1OC(C1=CC=CC=C1)=O)=O)COC1=CC=CC=C1 ((1S,5R,6R,7R)-6-[(E)-(3R)-3-hydroxy-4-phenoxy-1-butenyl]-7-benzoyloxy-2-oxabicyclo[3.3.0]octan-3-one), C(C1=CC=CC=C1)(=O)Cl (benzoyl chloride). The solvent is N1=CC=CC=C1 (pyridine). The product is C(C1=CC=CC=C1)(=O)O[C@H](/C=C/[C@@H]1[C@H]2CC(O[C@H]2C[C@H]1OC(C1=CC=CC=C1)=O)=O)COC1=CC=CC=C1 ((1S,5R,6R,7R)-6-[(E)-(3R)-3-Benzoyloxy-4-phenoxy-1-butenyl]-7-benzoyloxy-2-oxabicyclo[3.3.0]octan-3-one). As a reaction SMILES: [OH:1][C@@H:2]([CH2:23][O:24][C:25]1[CH:30]=[CH:29][CH:28]=[CH:27][CH:26]=1)/[CH:3]=[CH:4]/[C@H:5]1[C@H:12]([O:13][C:14](=[O:21])[C:15]2[CH:20]=[CH:19][CH:18]=[CH:17][CH:16]=2)[CH2:11][C@H:10]2[C@@H:6]1[CH2:7][C:8](=[O:22])[O:9]2.[C:31](Cl)(=[O:38])[C:32]1[CH:37]=[CH:36][CH:35]=[CH:34][CH:33]=1>N1C=CC=CC=1>[C:31]([O:1][C@@H:2]([CH2:23][O:24][C:25]1[CH:26]=[CH:27][CH:28]=[CH:29][CH:30]=1)/[CH:3]=[CH:4]/[C@H:5]1[C@H:12]([O:13][C:14](=[O:21])[C:15]2[CH:16]=[CH:17][CH:18]=[CH:19][CH:20]=2)[CH2:11][C@H:10]2[C@@H:6]1[CH2:7][C:8](=[O:22])[O:9]2)(=[O:38])[C:32]1[CH:37]=[CH:36][CH:35]=[CH:34][CH:33]=1. Reported procedure: Analogously to Example 1(a), 5 g of (1S,5R,6R,7R)-6-[(E)-(3R)-3-hydroxy-4-phenoxy-1-butenyl]-7-benzoyloxy-2-oxabicyclo[3.3.0]octan-3-one, 22 ml of pyridine, and 2.84 g of benzoyl chloride yield 6.1 g of the title compound as a colorless oil. Starting materials: CC1(CC=CC=C1)N1C=NC=C1C1=CC2=C(N=CN=C2S(=O)(=O)C)S1 (6-(1-Methylphenyl-1H-imidazol-5-yl)-4-(methylsulfonyl)thieno[2,3-d]pyrimidine), gum, COC1=CC=C(C=C1)C=1N=CN(C1C1=CC2=C(N=CN=C2SC)S1)C (6-[4-(4-methoxyphenyl)-1-methyl-1H-imidazol-5-yl]-4-(methylthio)thieno[2,3-d]pyrimidine), COC1=CC=C(C=C1)C=1N=CN(C1C1=CC2=C(N=CN=C2SC)S1)C (6-[4-(4-methoxyphenyl)-1-methyl-1H-imidazol-5-yl]-4-(methylthio)thieno[2,3-d]pyrimidine). Yields the product COC1=CC=C(C=C1)C=1N=CN(C1C1=CC2=C(N=CN=C2S(=O)(=O)C)S1)C (6-[4-(4-Methoxyphenyl)-1-methyl-1H-imidazol-5-yl]-4-(methylsulfonyl)thieno[2,3-d]pyrimidine). RXN SMILES: C[C:2]1([N:8]2[C:12]([C:13]3[S:25][C:16]4[N:17]=[CH:18][N:19]=[C:20]([S:21]([CH3:24])(=[O:23])=[O:22])[C:15]=4[CH:14]=3)=[CH:11][N:10]=[CH:9]2)C=CC=CC1.[CH3:26][O:27][C:28]1[CH:33]=[CH:32][C:31](C2N=CN(C)C=2C2SC3N=CN=C(SC)C=3C=2)=[CH:30][CH:29]=1>>[CH3:26][O:27][C:28]1[CH:33]=[CH:32][C:31]([C:11]2[N:10]=[CH:9][N:8]([CH3:2])[C:12]=2[C:13]2[S:25][C:16]3[N:17]=[CH:18][N:19]=[C:20]([S:21]([CH3:24])(=[O:22])=[O:23])[C:15]=3[CH:14]=2)=[CH:30][CH:29]=1. Reported procedure: The title compound was prepared by a similar process to that described for Intermediate 17 but using 6-[4-(4-methoxyphenyl)-1-methyl-1H-imidazol-5-yl]-4-(methylthio)thieno[2,3-d]pyrimidine (Intermediate 105) in place of 6-(1-methyl-4-phenyl-1H-imidazol-5-yl)-4-(methylthio)thieno[2,3-d]pyrimidine (Example 7). Brown gum (3.13 g, 100%); Starting materials: BrCCCOC1CCCCO1, C#CC(C)(C)C, [Li]CCCC, CCOCC, CCCCCC, C1CCOC1, O. Yields the product CC(C)(C)C#CCCCOC1CCCCO1. Reaction SMILES: [Br:18][CH2:19][CH2:20][CH2:21][O:22][CH:23]1[O:24][CH2:25][CH2:26][CH2:27][CH2:28]1.[C:1]([CH3:2])([CH3:3])([CH3:4])[C:5]#[CH:6].[CH2:13]([Li:14])[CH2:15][CH2:16][CH3:17].[CH2:35]([O:36][CH2:37][CH3:38])[CH3:39].[CH3:7][CH2:8][CH2:9][CH2:10][CH2:11][CH3:12].[O:30]1[CH2:31][CH2:32][CH2:33][CH2:34]1.[OH2:29]>>[C:1]([CH3:2])([CH3:3])([CH3:4])[C:5]#[C:6][CH2:19][CH2:20][CH2:21][O:22][CH:23]1[O:24][CH2:25][CH2:26][CH2:27][CH2:28]1.